From a dataset of the Open Reaction Database (ORD), a public repository of structured organic reaction records. describe an organic reaction: reactants, conditions, products, and yield The reactants are CC(C)(C)[O-].[K+] (KOt-Bu), [Si](C)(C)(C(C)(C)C)O[C@@H]([C@H](CO)NC(OC(C)(C)C)=O)CO[Si](C)(C)C(C)(C)C (tert-butyl (2S,3S)-3,4-bis(tert-butyldimethylsilyloxy)-1-hydroxybutan-2-ylcarbamate), S(=O)(=O)(C)Cl (Ms-Cl), N,N-DIPEA. The solvent is C(Cl)Cl (DCM). Run at temperature 0 celsius, time 2 hour. The product is [Si](C)(C)(C(C)(C)C)O[C@H](CO[Si](C)(C)C(C)(C)C)C1[N@](C1)C(=O)OC(C)(C)C ((5)-tert-butyl 2-((S)-1,2-bis(tert-butyldimethylsilyloxy)ethyl)aziridine-1-carboxylate). Reaction SMILES: [Si:1]([O:8][C@H:9]([CH2:21][O:22][Si:23]([C:26]([CH3:29])([CH3:28])[CH3:27])([CH3:25])[CH3:24])[C@@H:10]([NH:13][C:14](=[O:20])[O:15][C:16]([CH3:19])([CH3:18])[CH3:17])[CH2:11]O)([C:4]([CH3:7])([CH3:6])[CH3:5])([CH3:3])[CH3:2].S(Cl)(C)(=O)=O.CC([O-])(C)C.[K+]>C(Cl)Cl>[Si:1]([O:8][C@@H:9]([CH:10]1[CH2:11][N@@:13]1[C:14]([O:15][C:16]([CH3:18])([CH3:19])[CH3:17])=[O:20])[CH2:21][O:22][Si:23]([C:26]([CH3:27])([CH3:29])[CH3:28])([CH3:25])[CH3:24])([C:4]([CH3:5])([CH3:6])[CH3:7])([CH3:2])[CH3:3] |f:2.3|. Procedure: A solution of tert-butyl (2S,3S)-3,4-bis(tert-butyldimethylsilyloxy)-1-hydroxybutan-2-ylcarbamate (1.025 g, 2.3 mmol) in 20 mL DCM was cooled to 0° C., treated with N,N-DIPEA (0.60 ml, 3.4 mmol) followed by Ms-Cl (0.18 ml, 2.3 mmol). After stirring at 0° C. for 2 hours, the reaction mixture was concentrated in vacuo and the crude residue was dissolved in 20 mL THF. KOt-Bu (0.51 g, 4.6 mmol) was added, and the reaction mixture was allowed to stir at RT for 10 minutes. The reaction mixture was the... Starting materials: [H-].[Na+] (Sodium hydride), S1C(SC=C1)=C1C(NCCC1=O)=O (3-(1,3-dithiol-2-ylidene)-2,4-dioxopiperidine), C(C1=CC=CC=C1)Br (benzyl bromide). Solvent: CN(C=O)C (N,N-dimethylformamide), CN(C=O)C (N,N-dimethylformamide). Conditions: time 10 minute. The product is C(C1=CC=CC=C1)N1C(C(C(CC1)=O)=C1SC=CS1)=O (1-benzyl-3-(1,3-dithiol-2-ylidene)-2,4-dioxopiperidine). Yield: 62.0%. RXN SMILES: [H-].[Na+].[S:3]1[CH:7]=[CH:6][S:5][C:4]1=[C:8]1[C:13](=[O:14])[CH2:12][CH2:11][NH:10][C:9]1=[O:15].[CH2:16](Br)[C:17]1[CH:22]=[CH:21][CH:20]=[CH:19][CH:18]=1>CN(C)C=O>[CH2:16]([N:10]1[CH2:11][CH2:12][C:13](=[O:14])[C:8](=[C:4]2[S:5][CH:6]=[CH:7][S:3]2)[C:9]1=[O:15])[C:17]1[CH:22]=[CH:21][CH:20]=[CH:19][CH:18]=1 |f:0.1|. Procedure details: Sodium hydride (60% dispersion in oil) (47 mg) is suspended in N,N-dimethylformamide (2 ml), and to the suspension is added dropwise a solution of 3-(1,3-dithiol-2-ylidene)-2,4-dioxopiperidine (200 mg) in N,N-dimethylformamide (16 ml). The mixture is stirred for 10 minutes and thereto is added benzyl bromide (0.12 ml), and the mixture is further stirred for 1 hour. After the reaction, the reaction mixture is distilled to remove the solvent under reduced pressure and the residue is dissolved in c... Starting materials: CC1(CCOC2=CC=C(C=C12)/C(=C/C1=CC=C(C(=O)OC)C=C1)/C)C (methyl 4-[(E)-2-(4,4-dimethyl-6-chromanyl)-2-methylvinyl]benzoate), [OH-].[K+] (potassium hydroxide). As a reaction SMILES: [CH3:1][C:2]1([CH3:25])[C:11]2[C:6](=[CH:7][CH:8]=[C:9](/[C:12](/[CH3:24])=[CH:13]/[C:14]3[CH:23]=[CH:22][C:17]([C:18]([O:20]C)=[O:19])=[CH:16][CH:15]=3)[CH:10]=2)[O:5][CH2:4][CH2:3]1.[OH-].[K+]>C(O)C>[CH3:1][C:2]1([CH3:25])[C:11]2[C:6](=[CH:7][CH:8]=[C:9](/[C:12](/[CH3:24])=[CH:13]/[C:14]3[CH:15]=[CH:16][C:17]([C:18]([OH:20])=[O:19])=[CH:22][CH:23]=3)[CH:10]=2)[O:5][CH2:4][CH2:3]1 |f:1.2|. Reaction conditions: temperature 60 celsius. The yield is 99.6%. Reported procedure: Under a nitrogen atmosphere, a suspension of 10.9 g (32.4 mmol) of methyl 4-[(E)-2-(4,4-dimethyl-6-chromanyl)-2-methylvinyl]benzoate in 100 ml of ethanol was treated by dropwise addition of 100 ml of 6N potassium hydroxide, with stirring at 60° C. After 1 hour a clear solution resulted. The ethanol was removed by evaporation under reduced pressure, and 100 ml of water was added. The resulting mixture was acidified with 125 ml of concentrated hydrochloric acid, and the acidified mixture was extra... Product: CC1(CCOC2=CC=C(C=C12)/C(=C/C1=CC=C(C(=O)O)C=C1)/C)C (4-[(E)-2-(4,4-Dimethyl-6-chromanyl)-2-methylvinyl]benzoic Acid). The solvent is C(C)O (ethanol). The reactants are 16.2, ClCCN1C(NC2=CC=C(C=C2C1=O)[N+](=O)[O-])=O (3-(2-chloroethyl)-6-nitro-2,4(1H,3H)-quinazolinedione), FC1=CC=C(C=C1)C1(OCCO1)C1CCNCC1 (4-[2-(4-fluorophenyl)-1,3-dioxolan-2-yl]piperidine), C(O)([O-])=O.[Na+] (sodium hydrogen carbonate), [I-].[K+] (potassium iodide). Run in CN(C=O)C (N,N-dimethylformamide). The product is 18.6, FC1=CC=C(C=C1)C1(OCCO1)C1CCN(CC1)CCN1C(NC2=CC=C(C=C2C1=O)[N+](=O)[O-])=O (3-[2-[4-[2-(4-fluorophenyl)-1,3-dioxolan-2-yl]-1-piperidinyl]ethyl]-6-nitro-2,4(1H,3H)-quinazolinedione). Yield: 64.0%. Reaction SMILES: Cl[CH2:2][CH2:3][N:4]1[C:13](=[O:14])[C:12]2[C:7](=[CH:8][CH:9]=[C:10]([N+:15]([O-:17])=[O:16])[CH:11]=2)[NH:6][C:5]1=[O:18].[F:19][C:20]1[CH:25]=[CH:24][C:23]([C:26]2([CH:31]3[CH2:36][CH2:35][NH:34][CH2:33][CH2:32]3)[O:30][CH2:29][CH2:28][O:27]2)=[CH:22][CH:21]=1.C(=O)([O-])O.[Na+].[I-].[K+]>CN(C)C=O>[F:19][C:20]1[CH:25]=[CH:24][C:23]([C:26]2([CH:31]3[CH2:36][CH2:35][N:34]([CH2:2][CH2:3][N:4]4[C:13](=[O:14])[C:12]5[C:7](=[CH:8][CH:9]=[C:10]([N+:15]([O-:17])=[O:16])[CH:11]=5)[NH:6][C:5]4=[O:18])[CH2:33][CH2:32]3)[O:30][CH2:29][CH2:28][O:27]2)=[CH:22][CH:21]=1 |f:2.3,4.5|. Procedure: A mixture of 16.2 parts of 3-(2-chloroethyl)-6-nitro-2,4(1H,3H)-quinazolinedione, 15 parts of 4-[2-(4-fluorophenyl)-1,3-dioxolan-2-yl]piperidine, 10 parts of sodium hydrogen carbonate, 0.1 parts of potassium iodide and 135 parts of N,N-dimethylformamide was stirred and heated overnight at 100°-120° C. The reaction mixture was cooled and poured onto water. Stirring was continued till complete precipitation. The precipitate was filtered off and dissolved in trichloromethane. The thus formed emulsi... Solvent: C(Cl)(Cl)Cl (CHCl3). Isolated yield 65.3%. Reported procedure: To a solution of 3-amino-2-methylpyridine (1.0 g, 9.25 mmol) in CHCl3 (24 ml) at 0° C. was slowly added acetic anhydride (2.0 ml, 21.3 mmol). The reaction mixture was warmed to room temperature and stirred for 1 h. Potassium acetate (272 mg, 2.77 mmol) was added followed by slow addition of isoamyl nitrite (2.7 ml, 19.9 mmol). The reaction mixture was heated at reflux overnight. The reaction mixture was cooled to room temperature and concentrated. The residue was dissolved in EtOAc and washed wi... The reactants are NC=1C(=NC=CC1)C (3-amino-2-methylpyridine), N(=O)OCCC(C)C (isoamyl nitrite), C(C)(=O)OC(C)=O (acetic anhydride), C(C)(=O)[O-].[K+] (Potassium acetate). RXN SMILES: [NH2:1][C:2]1[C:3]([CH3:8])=[N:4][CH:5]=[CH:6][CH:7]=1.[C:9]([O:12]C(=O)C)(=O)[CH3:10].C([O-])(=O)C.[K+].[N:21](OCCC(C)C)=O>C(Cl)(Cl)Cl>[N:1]1([C:9](=[O:12])[CH3:10])[C:2]2[C:3](=[N:4][CH:5]=[CH:6][CH:7]=2)[CH:8]=[N:21]1 |f:2.3|. Run at time 1 hour. Yields the product N1(N=CC2=NC=CC=C21)C(C)=O (1-pyrazolo[4,3-b]pyridin-1-yl-ethanone). Product: CC1=NN(C(N1)=O)C1=CC=C(C=C1)SC=1C=C(C=CC1)C1(CCOCC1)C(=O)NCC#C (4-(3-{[4-(3-methyl-5-oxo-4,5-dihydro-1H-1,2,4-triazol-1-yl)phenyl]thio}phenyl)-N-prop-2-yn-1-yltetrahydro-2H-pyran-4-carboxamide). The solvent is ClCCl.CN(C=O)C (dichloromethane dimethylformamide). Reported procedure: 1-(3-Dimethylaminopropyl)-3-ethylcarbodiimide hydrochloride (EDCL HCl) (1.0 mmol) is added to a mixture of 4-(3-{[4-(3-methyl-5-oxo-4,5-dihydro-1H-1,2,4-triazol-1-yl)phenyl]thio}phenyl)tetrahydro-2H-pyran-4-carboxylic acid (1.0 mmol) (example 15), 1-hydroxybenzotriazole (1.0 mmol), N-methylmorpholine (1.65 mmol) and propargylamine (1.0 mmol) in dichloromethane-dimethylformamide (1:1) at 0° C. The solution is stirred overnight at room temperature, washed with water and the aqueous layer is extrac... Starting materials: Cl.CN(CCCN=C=NCC)C (1-(3-Dimethylaminopropyl)-3-ethylcarbodiimide hydrochloride), CC1=NN(C(N1)=O)C1=CC=C(C=C1)SC=1C=C(C=CC1)C1(CCOCC1)C(=O)O (4-(3-{[4-(3-methyl-5-oxo-4,5-dihydro-1H-1,2,4-triazol-1-yl)phenyl]thio}phenyl)tetrahydro-2H-pyran-4-carboxylic acid), ON1N=NC2=C1C=CC=C2 (1-hydroxybenzotriazole), CN1CCOCC1 (N-methylmorpholine), C(C#C)N (propargylamine). Reaction conditions: time 8 hour. Reaction SMILES: Cl.C[N:3](C)[CH2:4][CH2:5][CH2:6]N=C=NCC.[CH3:13][C:14]1[NH:18][C:17](=[O:19])[N:16]([C:20]2[CH:25]=[CH:24][C:23]([S:26][C:27]3[CH:28]=[C:29]([C:33]4([C:39]([OH:41])=O)[CH2:38][CH2:37][O:36][CH2:35][CH2:34]4)[CH:30]=[CH:31][CH:32]=3)=[CH:22][CH:21]=2)[N:15]=1.ON1C2C=CC=CC=2N=N1.CN1CCOCC1.C(N)C#C>ClCCl.CN(C)C=O>[CH3:13][C:14]1[NH:18][C:17](=[O:19])[N:16]([C:20]2[CH:25]=[CH:24][C:23]([S:26][C:27]3[CH:28]=[C:29]([C:33]4([C:39]([NH:3][CH2:4][C:5]#[CH:6])=[O:41])[CH2:38][CH2:37][O:36][CH2:35][CH2:34]4)[CH:30]=[CH:31][CH:32]=3)=[CH:22][CH:21]=2)[N:15]=1 |f:0.1,6.7|.